From a dataset of the Open Reaction Database (ORD), a public repository of structured organic reaction records. describe an organic reaction: reactants, conditions, products, and yield Reactants: N#CCNC(=O)C1CCCC1CO, CSc1ccc(S)cc1, CN(C)C=O, CC(C)OC(=O)N=NC(=O)OC(C)C, c1ccc(P(c2ccccc2)c2ccccc2)cc1. Yields the product CSc1ccc(SCC2CCCC2C(=O)NCC#N)cc1. RXN SMILES: [C:1](#[N:2])[CH2:3][NH:4][C:5](=[O:6])[CH:7]1[CH:8]([CH2:12][OH:13])[CH2:9][CH2:10][CH2:11]1.[CH3:47][S:48][c:49]1[cH:50][cH:51][c:52]([SH:55])[cH:53][cH:54]1.[CH3:56][N:57]([CH3:58])[CH:59]=[O:60].[O:33]=[C:34]([O:35][CH:36]([CH3:37])[CH3:38])[N:39]=[N:40][C:41]([O:42][CH:43]([CH3:44])[CH3:45])=[O:46].[c:14]1([P:15]([c:16]2[cH:17][cH:18][cH:19][cH:20][cH:21]2)[c:22]2[cH:23][cH:24][cH:25][cH:26][cH:27]2)[cH:28][cH:29][cH:30][cH:31][cH:32]1>>[C:1](#[N:2])[CH2:3][NH:4][C:5](=[O:6])[CH:7]1[CH:8]([CH2:12][S:55][c:52]2[cH:51][cH:50][c:49]([S:48][CH3:47])[cH:54][cH:53]2)[CH2:9][CH2:10][CH2:11]1.